This data is from the Open Reaction Database (ORD), a public repository of structured organic reaction records. The task is: describe an organic reaction: reactants, conditions, products, and yield The reactants are C(C)OC(=O)C=1C=NN(C1)C1=NC2=C(N1COCCOC)C=C(C(=C2)N)Cl (1-[5-amino-6-chloro-1-(2-methoxy-ethoxymethyl)-1H-benzoimidazol-2-yl]-1H-pyrazole-4-carboxylic acid ethyl ester), NC1=CC2=C(NC(=N2)N2N=CC(=C2)C(=O)O)C=C1Cl (1-(5-Amino-6-chloro-1H-benzoimidazol-2-yl)-1H-pyrazole-4-carboxylic acid), product, BrC1=CC=CC=C1 (bromobenzene), CC(C)([O-])C.[Na+] (sodium tert-butoxide). Reagents/catalysts: C=1C=CC(=CC1)/C=C/C(=O)/C=C/C2=CC=CC=C2.C=1C=CC(=CC1)/C=C/C(=O)/C=C/C2=CC=CC=C2.[Pd] (Pd(dba)2), CC(C)(C)P([C-]1C=CC=C1)C(C)(C)C.C1=CC=C(C=C1)[C-]2C(=C(C(=C2C3=CC=CC=C3)C4=CC=CC=C4)C5=CC=CC=C5)C6=CC=CC=C6.[Fe+2] (Q-Phos). Conditions: temperature 50 celsius. Product: C(C)OC(=O)C=1C=NN(C1)C1=NC2=C(N1COCCOC)C=C(C(=C2)NC2=CC=CC=C2)Cl (1-[6-Chloro-1-(2-methoxy-ethoxymethyl)-5-phenylamino-1H-benzoimidazol-2-yl]-1H-pyrazole-4-carboxylic acid ethyl ester). Isolated yield 6.0%. RXN SMILES: [CH2:1]([O:3][C:4]([C:6]1[CH:7]=[N:8][N:9]([C:11]2[N:15]([CH2:16][O:17][CH2:18][CH2:19][O:20][CH3:21])[C:14]3[CH:22]=[C:23]([Cl:27])[C:24]([NH2:26])=[CH:25][C:13]=3[N:12]=2)[CH:10]=1)=[O:5])[CH3:2].N[C:29]1[C:45](Cl)=[CH:44][C:32]2NC(N3C=C(C(O)=O)C=N3)=N[C:31]=2[CH:30]=1.BrC1C=CC=CC=1.CC(C)([O-])C.[Na+]>C1C=CC(/C=C/C(/C=C/C2C=CC=CC=2)=O)=CC=1.C1C=CC(/C=C/C(/C=C/C2C=CC=CC=2)=O)=CC=1.[Pd].CC(P(C(C)(C)C)[C-]1C=CC=C1)(C)C.C1C=CC([C-]2C(C3C=CC=CC=3)=C(C3C=CC=CC=3)C(C3C=CC=CC=3)=C2C2C=CC=CC=2)=CC=1.[Fe+2]>[CH2:1]([O:3][C:4]([C:6]1[CH:7]=[N:8][N:9]([C:11]2[N:15]([CH2:16][O:17][CH2:18][CH2:19][O:20][CH3:21])[C:14]3[CH:22]=[C:23]([Cl:27])[C:24]([NH:26][C:29]4[CH:45]=[CH:44][CH:32]=[CH:31][CH:30]=4)=[CH:25][C:13]=3[N:12]=2)[CH:10]=1)=[O:5])[CH3:2] |f:3.4,5.6.7,8.9.10|. Procedure details: An oven-dried flask was charged with 1-[5-amino-6-chloro-1-(2-methoxy-ethoxymethyl)-1H-benzoimidazol-2-yl]-1H-pyrazole-4-carboxylic acid ethyl ester (Intermediate from Example 41, product from Step A) (0.100 g, 0.254 mmol), bromobenzene (43.8 mg, 0.279 mmol), Pd(dba)2 (1.50 mg, 2.50 μmol), Q-Phos (3.60 mg, 5.10 μmol), and sodium tert-butoxide (36.6 mg, 0.381 mmol). The flask was purged with N2. Dry toluene (0.5 mL) was added and the slurry was briefly sonicated. The reaction mixture was heated a... Reaction SMILES: [C:1]([CH3:2])(=[O:3])[O:4][c:5]1[cH:6][cH:7][c:8]2[c:9]([CH2:16][C:17](=[O:18])[OH:19])[cH:10][c:11](=[O:15])[o:12][c:13]2[cH:14]1.[CH:26]1([N:27]=[C:28]=[N:29][CH:30]2[CH2:31][CH2:32][CH2:33][CH2:34][CH2:35]2)[CH2:36][CH2:37][CH2:38][CH2:39][CH2:40]1.[Cl:41][CH2:42][Cl:43].[OH:20][CH2:21][C:22]([Cl:23])([Cl:24])[Cl:25]>>[C:1]([CH3:2])(=[O:3])[O:4][c:5]1[cH:6][cH:7][c:8]2[c:9]([CH2:16][C:17](=[O:18])[O:19][CH2:21][C:22]([Cl:23])([Cl:24])[Cl:25])[cH:10][c:11](=[O:15])[o:12][c:13]2[cH:14]1. Product: CC(=O)Oc1ccc2c(CC(=O)OCC(Cl)(Cl)Cl)cc(=O)oc2c1. Reactants: CC(=O)Oc1ccc2c(CC(=O)O)cc(=O)oc2c1, C(=NC1CCCCC1)=NC1CCCCC1, ClCCl, OCC(Cl)(Cl)Cl. Reactants: CI, CC(=O)O, [Na+], [OH-], O=c1[nH]c(=S)[nH]c2sccc12. Product: CSc1nc2sccc2c(=O)[nH]1. Reaction SMILES: [CH3:12][I:13].[CH3:14][C:15](=[O:16])[OH:17].[Na+:19].[OH-:18].[S:1]=[c:2]1[nH:3][c:4](=[O:11])[c:5]2[c:6]([nH:7]1)[s:8][cH:9][cH:10]2>>[S:1]([c:2]1[nH:3][c:4](=[O:11])[c:5]2[c:6]([n:7]1)[s:8][cH:9][cH:10]2)[CH3:14]. The reactants are O (Water), CC1=C2C(=NC=C1)NC(=N2)SC (7-methyl-2-methylthio-3H-imidazo[4,5-b]pyridine), BrCC1=CC=C(C=C1)C1=C(C(=O)OC)C=CC=C1 (methyl 2-(4-bromomethylphenyl)benzoate), [H-].[Na+] (sodium hydride). The solvent is CN(C=O)C (dimethylformamide). Run at time 30 minute. Yields the product CC1=C2C(=NC=C1)N(C(=N2)SC)CC2=CC=C(C=C2)C2=C(C=CC=C2)C(=O)OC (7-methyl-2-methylthio-3-[(2'-methoxycarbonylbiphenyl-4-yl)methyl]-3H-imidazo[4,5-b]pyridine). Reaction SMILES: [CH3:1][C:2]1[CH:7]=[CH:6][N:5]=[C:4]2[NH:8][C:9]([S:11][CH3:12])=[N:10][C:3]=12.Br[CH2:14][C:15]1[CH:20]=[CH:19][C:18]([C:21]2[CH:30]=[CH:29][CH:28]=[CH:27][C:22]=2[C:23]([O:25][CH3:26])=[O:24])=[CH:17][CH:16]=1.[H-].[Na+].O>CN(C)C=O>[CH3:1][C:2]1[CH:7]=[CH:6][N:5]=[C:4]2[N:8]([CH2:14][C:15]3[CH:20]=[CH:19][C:18]([C:21]4[CH:30]=[CH:29][CH:28]=[CH:27][C:22]=4[C:23]([O:25][CH3:26])=[O:24])=[CH:17][CH:16]=3)[C:9]([S:11][CH3:12])=[N:10][C:3]=12 |f:2.3|. Reported procedure: 200 mg of 7-methyl-2-methylthio-3H-imidazo[4,5-b]pyridine and 370 mg of methyl 2-(4-bromomethylphenyl)benzoate was dissolved in dimethylformamide, and 48 mg of sodium hydride was added at room temperature to the solution under stirring. The reaction was allowed to proceed for 30 min. Water was added to the reaction mixture, and the mixture was extracted with ethyl acetate. The extract was dried over magnesium sulfate, and the solvent was distilled off in vacuo. The residue was purified by silica... Reactants: COC(=O)c1cc2c(=O)cc[nH]c2cc1OC, CN(C)C=O, O=S(Cl)Cl. The product is COC(=O)c1cc2c(Cl)ccnc2cc1OC. As a reaction SMILES: [CH3:1][O:2][c:3]1[c:4]([C:14](=[O:15])[O:16][CH3:17])[cH:5][c:6]2[c:7](=[O:13])[cH:8][cH:9][nH:10][c:11]2[cH:12]1.[O:22]=[CH:23][N:24]([CH3:25])[CH3:26].[S:18]([Cl:19])([Cl:20])=[O:21]>>[CH3:1][O:2][c:3]1[c:4]([C:14](=[O:15])[O:16][CH3:17])[cH:5][c:6]2[c:7]([Cl:20])[cH:8][cH:9][n:10][c:11]2[cH:12]1. The reactants are CCOC(=O)CC(C)=O, CC(=O)O, CCO, [Ca+2], Nc1ccc2cn[nH]c2c1, O=S(=O)([O-])[O-]. Yields the product CCOC(=O)C=C(C)Nc1ccc2cn[nH]c2c1. RXN SMILES: [C:11]([CH2:12][C:13](=[O:14])[CH3:15])(=[O:16])[O:17][CH2:18][CH3:19].[CH3:26][C:27](=[O:28])[OH:29].[CH3:30][CH2:31][OH:32].[Ca+2:20].[NH2:1][c:2]1[cH:3][cH:4][c:5]2[cH:6][n:7][nH:8][c:9]2[cH:10]1.[O-:21][S:22](=[O:23])(=[O:24])[O-:25]>>[NH:1]([c:2]1[cH:3][cH:4][c:5]2[cH:6][n:7][nH:8][c:9]2[cH:10]1)[C:13](=[CH:12][C:11](=[O:16])[O:17][CH2:18][CH3:19])[CH3:15]. The reactants are C(#N)C(C#N)CCCC1=CC=CC2=CC=CC=C12 (2-cyano-5-(naphth-1-yl)pentanenitrile), [O-]CC.[Na+] (sodium ethoxide), [Na] (sodium), Cl.NC(=N)N (guanidine hydrochloride). Solvent: C(C)O (ethanol). Yields the product NC1=NC(=C(C(=N1)N)CCCC1=CC=CC2=CC=CC=C12)N (2,4,6-triamino-5-[3-(naphth-1-yl)propyl]pyrimidine). Reaction SMILES: [O-]CC.[Na+].[Na].Cl.[NH2:7][C:8]([NH2:10])=[NH:9].[C:11]([CH:13]([CH2:16][CH2:17][CH2:18][C:19]1[C:28]2[C:23](=[CH:24][CH:25]=[CH:26][CH:27]=2)[CH:22]=[CH:21][CH:20]=1)[C:14]#[N:15])#[N:12]>C(O)C>[NH2:9][C:8]1[N:10]=[C:14]([NH2:15])[C:13]([CH2:16][CH2:17][CH2:18][C:19]2[C:28]3[C:23](=[CH:24][CH:25]=[CH:26][CH:27]=3)[CH:22]=[CH:21][CH:20]=2)=[C:11]([NH2:12])[N:7]=1 |f:0.1,3.4,^1:4|. Reported procedure: A solution of sodium ethoxide, prepared from 0.04 gram (0.002 mole) of sodium metal in 50 mL of ethanol, was stirred, and 0.2 gram (0.002 mole) of guanidine hydrochloride was added in one portion. The reaction mixture was stirred for 15 minutes and filtered to remove a precipitate. The filtrate was stirred, and 0.4 gram (0.002 mole) of 2-cyano-5-(naphth-1-yl)pentanenitrile was added in one portion. Upon completion of addition, the reaction mixture was heated at reflux for about 16 hours. After t...